From a dataset of the Open Reaction Database (ORD), a public repository of structured organic reaction records. describe an organic reaction: reactants, conditions, products, and yield The reactants are FC=1C=C(NC)C=C(C1F)F (3,4,5-trifluoro-N-methylaniline), Br.BrC(C)C=1C=C(C=C2C(C=C(OC12)N1CCOCC1)=O)C(=O)N(C)C (8-(1-bromoethyl)-N,N-dimethyl-2-morpholino-4-oxo-4H-chromene-6-carboxamide hydrobromide). The product is CN(C(=O)C=1C=C2C(C=C(OC2=C(C1)C(C)N(C1=CC(=C(C(=C1)F)F)F)C)N1CCOCC1)=O)C (N,N-dimethyl-8-(1-(methyl(3,4,5-trifluorophenyl)amino)ethyl)-2-morpholino-4-oxo-4H-chromene-6-carboxamide). The yield is 35.6%. As a reaction SMILES: [F:1][C:2]1[CH:3]=[C:4]([CH:7]=[C:8]([F:11])[C:9]=1[F:10])[NH:5][CH3:6].Br.Br[CH:14]([C:16]1[CH:17]=[C:18]([C:33]([N:35]([CH3:37])[CH3:36])=[O:34])[CH:19]=[C:20]2[C:25]=1[O:24][C:23]([N:26]1[CH2:31][CH2:30][O:29][CH2:28][CH2:27]1)=[CH:22][C:21]2=[O:32])[CH3:15]>>[CH3:36][N:35]([CH3:37])[C:33]([C:18]1[CH:19]=[C:20]2[C:25](=[C:16]([CH:14]([N:5]([CH3:6])[C:4]3[CH:7]=[C:8]([F:11])[C:9]([F:10])=[C:2]([F:1])[CH:3]=3)[CH3:15])[CH:17]=1)[O:24][C:23]([N:26]1[CH2:31][CH2:30][O:29][CH2:28][CH2:27]1)=[CH:22][C:21]2=[O:32])=[O:34] |f:1.2|. Procedure: 3,4,5-trifluoro-N-methylaniline (197 mg, 1.22 mmol) was reacted with 8-(1-bromoethyl)-N,N-dimethyl-2-morpholino-4-oxo-4H-chromene-6-carboxamide hydrobromide (150 mg, 0.31 mmol) using an analogous procedure to the one described in Example 3.03 to give N,N-dimethyl-8-(1-(methyl(3,4,5-trifluorophenyl)amino)ethyl)-2-morpholino-4-oxo-4H-chromene-6-carboxamide (54.0 mg, 36.1%) as a white solid. Mass Spectrum: M+H+ 490. NMR Spectrum (DMSOd6): 1.54 (d, 3H), 2.62 (s, 3H), 2.91 (bs, 3H), 3.00 (bs, 3H), 3.... Reactants: O=C([O-])O, CC#N, CCCc1c(Cc2ccc(-c3ccccc3C#N)cc2)c(=O)n(C2CCC(OCC(O)CF)CC2)c2ncnn12, [Na+], [Na+], [Na+], O=S([O-])([O-])=S. Yields the product CCCc1c(Cc2ccc(-c3ccccc3C#N)cc2)c(=O)n(C2CCC(OCC(C)(O)CF)CC2)c2ncnn12. RXN SMILES: [C:41](=[O:42])([O-:43])[OH:44].[CH3:53][C:54]#[N:55].[F:1][CH2:2][CH:3]([CH2:4][O:5][CH:6]1[CH2:7][CH2:8][CH:9]([n:12]2[c:13]3[n:14]([c:15]([CH2:34][CH2:35][CH3:36])[c:16]([CH2:19][c:20]4[cH:21][cH:22][c:23](-[c:26]5[c:27]([C:32]#[N:33])[cH:28][cH:29][cH:30][cH:31]5)[cH:24][cH:25]4)[c:17]2=[O:18])[n:37][cH:38][n:39]3)[CH2:10][CH2:11]1)[OH:40].[Na+:45].[Na+:51].[Na+:52].[S:46]([O-:47])([O-:48])(=[O:49])=[S:50]>>[F:1][CH2:2][C:3]([CH2:4][O:5][CH:6]1[CH2:7][CH2:8][CH:9]([n:12]2[c:13]3[n:14]([c:15]([CH2:34][CH2:35][CH3:36])[c:16]([CH2:19][c:20]4[cH:21][cH:22][c:23](-[c:26]5[c:27]([C:32]#[N:33])[cH:28][cH:29][cH:30][cH:31]5)[cH:24][cH:25]4)[c:17]2=[O:18])[n:37][cH:38][n:39]3)[CH2:10][CH2:11]1)([OH:40])[CH3:41]. Starting materials: C(C)(=O)[O-].[Na+] (Sodium acetate), OCC[C@H](CCS(=O)C)NC(OC(C)(C)C)=O (tert-butyl ((3R)-1-hydroxy-5-(methylsulfinyl)pentan-3-yl)carbamate). The solvent is ClC1=C(C=CC=C1)Cl (1,2-dichlorobenzene). Conditions: temperature 166 celsius, time 18 hour. Product: OCC[C@H](C=C)NC(OC(C)(C)C)=O ((R)-tert-butyl (5-hydroxypent-1-en-3-yl)carbamate). Isolated yield 35.1%. As a reaction SMILES: C([O-])(=O)C.[Na+].[OH:6][CH2:7][CH2:8][C@@H:9]([NH:15][C:16](=[O:22])[O:17][C:18]([CH3:21])([CH3:20])[CH3:19])[CH2:10][CH2:11]S(C)=O>ClC1C=CC=CC=1Cl>[OH:6][CH2:7][CH2:8][C@@H:9]([NH:15][C:16](=[O:22])[O:17][C:18]([CH3:21])([CH3:20])[CH3:19])[CH:10]=[CH2:11] |f:0.1|. Procedure details: Sodium acetate (13.45 g) was added to a solution of tert-butyl ((3R)-1-hydroxy-5-(methylsulfinyl)pentan-3-yl)carbamate (9.38 g) obtained in Step 2 in 1,2-dichlorobenzene (140 ml) at room temperature. The mixture was stirred at an internal temperature of 166° C. for 18 hours. After cooling the reaction mixture, the insoluble matter was filtered off, and 1,2-dichlorobenzene was distilled off under reduced pressure. The resulting residue was dissolved in ethyl acetate, washed with a saturated aqueo... Reactants: CCOC(=O)c1cnn(Cc2nc(-c3cccc(C(C)=O)c3)cs2)c1, CCO, Cl, [Na+], C1CCOC1, [OH-]. Yields the product CC(=O)c1cccc(-c2csc(Cn3cc(C(=O)O)cn3)n2)c1. As a reaction SMILES: [C:1]([CH3:2])(=[O:3])[c:4]1[cH:5][c:6](-[c:10]2[n:11][c:12]([CH2:15][n:16]3[n:17][cH:18][c:19]([C:21](=[O:22])[O:23][CH2:24][CH3:25])[cH:20]3)[s:13][cH:14]2)[cH:7][cH:8][cH:9]1.[CH2:34]([OH:35])[CH3:36].[ClH:28].[Na+:27].[O:29]1[CH2:30][CH2:31][CH2:32][CH2:33]1.[OH-:26]>>[C:1]([CH3:2])(=[O:3])[c:4]1[cH:5][c:6](-[c:10]2[n:11][c:12]([CH2:15][n:16]3[n:17][cH:18][c:19]([C:21](=[O:22])[OH:23])[cH:20]3)[s:13][cH:14]2)[cH:7][cH:8][cH:9]1. Reactants: C([O-])(O)=O.[Na+] (sodium bicarbonate), C(C)(=O)O[BH-](OC(C)=O)OC(C)=O.[Na+] (sodium triacetoxyborohydride), C(C)(=O)O[BH-](OC(C)=O)OC(C)=O.[Na+] (sodium triacetoxyborohydride), N1N=C(C2=C1C1=C(S2)C=CC=C1)C1=CC=C(C=O)C=C1 (4-(1H-[1]benzothieno[3,2-c]pyrazol-3-yl)benzaldehyde), N1(C=NC=C1)CCCN (3-(imidazol-1-yl)propylamine), C(C)(=O)O (acetic acid), ClCCCl (1,2-dichloroethane). Reagents/catalysts: Cl (hydrochloric acid). Run in C(C)O (ethanol). Run at time 16 hour. The product is Cl.Cl.Cl.N1N=C(C2=C1C1=C(S2)C=CC=C1)C1=CC=C(CNCCCN2C=NC=C2)C=C1 (4-(1H-[1]benzothieno[3,2-c]pyrazol-3-yl)-N-[3-(imidazol-1-yl)propyl]benzylamine trihydrochloride). The yield is 50.0%. As a reaction SMILES: [NH:1]1[C:5]2[C:6]3[CH:12]=[CH:11][CH:10]=[CH:9][C:7]=3[S:8][C:4]=2[C:3]([C:13]2[CH:20]=[CH:19][C:16]([CH:17]=O)=[CH:15][CH:14]=2)=[N:2]1.[N:21]1([CH2:26][CH2:27][CH2:28][NH2:29])[CH:25]=[CH:24][N:23]=[CH:22]1.C(O)(=O)C.C(O[BH-](OC(=O)C)OC(=O)C)(=O)C.[Na+].C(=O)(O)[O-].[Na+].[Cl:53]CCCl>C(O)C.Cl>[ClH:53].[ClH:53].[ClH:53].[NH:1]1[C:5]2[C:6]3[CH:12]=[CH:11][CH:10]=[CH:9][C:7]=3[S:8][C:4]=2[C:3]([C:13]2[CH:20]=[CH:19][C:16]([CH2:17][NH:29][CH2:28][CH2:27][CH2:26][N:21]3[CH:25]=[CH:24][N:23]=[CH:22]3)=[CH:15][CH:14]=2)=[N:2]1 |f:3.4,5.6,10.11.12.13|. Reported procedure: A solution of 4-(1H-[1]benzothieno[3,2-c]pyrazol-3-yl)benzaldehyde (0.1 g 0.36 mmol), 3-(imidazol-1-yl)propylamine (0.058 g, 0.47 mmol) and glacial acetic acid (0.03 ml, 0.47 mmol) in 1,2-dichloroethane was stirred at room temp for about 1 hr. Solid sodium triacetoxyborohydride (0.084 g, 0.4 mmol) was then added in one portion and the resulting mixture stirred for about 16 hrs at room temp. An additional portion of sodium triacetoxyborohydride (0.084 g, 0.4 mmol) was added and the mixture stirre... The reactants are compound, ClC1=C(C=CC(=C1)Cl)C1=CC2=C(N(C3=CC=C(C=C23)C2=NN(C=C2)CCO)C)N(C1=O)C (3-(2,4-dichlorophenyl)-6-[1-(2-hydroxyethyl)-1H-pyrazol-3-yl]-1,9-dimethyl-1,9-dihydropyrido[2,3-b]indol-2-one), ClCCN1CCCC1 (1-(2-chloroethyl)-pyrrolidine). The product is ClC1=C(C=CC(=C1)Cl)C1=CC2=C(N(C3=CC=C(C=C23)C2=NN(C=C2)CCOCCN2CCCC2)C)N(C1=O)C (3-(2,4-Dichlorophenyl)-1,9-dimethyl-6-{1-[2-(2-pyrrolidin-1-ylethoxy)ethyl]-1H-pyrazol-3-yl}-1,9-dihydropyrido[2,3-b]indol-2-one). Reaction SMILES: [Cl:1][C:2]1[CH:7]=[C:6]([Cl:8])[CH:5]=[CH:4][C:3]=1[C:9]1[C:30](=[O:31])[N:29]([CH3:32])[C:12]2[N:13]([CH3:28])[C:14]3[C:19]([C:11]=2[CH:10]=1)=[CH:18][C:17]([C:20]1[CH:24]=[CH:23][N:22]([CH2:25][CH2:26][OH:27])[N:21]=1)=[CH:16][CH:15]=3.Cl[CH2:34][CH2:35][N:36]1[CH2:40][CH2:39][CH2:38][CH2:37]1>>[Cl:1][C:2]1[CH:7]=[C:6]([Cl:8])[CH:5]=[CH:4][C:3]=1[C:9]1[C:30](=[O:31])[N:29]([CH3:32])[C:12]2[N:13]([CH3:28])[C:14]3[C:19]([C:11]=2[CH:10]=1)=[CH:18][C:17]([C:20]1[CH:24]=[CH:23][N:22]([CH2:25][CH2:26][O:27][CH2:34][CH2:35][N:36]2[CH2:40][CH2:39][CH2:38][CH2:37]2)[N:21]=1)=[CH:16][CH:15]=3. Procedure details: The process is carried out as indicated in Example 101 above, with the compound from Example 51 above, 3-(2,4-dichlorophenyl)-6-[1-(2-hydroxyethyl)-1H-pyrazol-3-yl]-1,9-dimethyl-1,9-dihydropyrido[2,3-b]indol-2-one, and 1-(2-chloroethyl)-pyrrolidine. Reactants: C([O-])(O)=O.[Na+] (sodium bicarbonate), CS(=O)(=O)Cl (methanesulfonyl chloride), OCC1=CN(C2=CC=CC=C12)C=1C=NC=CC1 (3-hydroxymethyl-N-(3-pyridyl)indole). Solvent: ice water, N1=CC=CC=C1 (pyridine). Yields the product CS(=O)(=O)OCC1=CN(C2=CC=CC=C12)C=1C=NC=CC1 (3-(methanesulfonyloxymethyl)-N-(3-pyridyl)indole). Reaction SMILES: [OH:1][CH2:2][C:3]1[C:11]2[C:6](=[CH:7][CH:8]=[CH:9][CH:10]=2)[N:5]([C:12]2[CH:13]=[N:14][CH:15]=[CH:16][CH:17]=2)[CH:4]=1.[CH3:18][S:19](Cl)(=[O:21])=[O:20].C(=O)(O)[O-].[Na+]>N1C=CC=CC=1>[CH3:18][S:19]([O:1][CH2:2][C:3]1[C:11]2[C:6](=[CH:7][CH:8]=[CH:9][CH:10]=2)[N:5]([C:12]2[CH:13]=[N:14][CH:15]=[CH:16][CH:17]=2)[CH:4]=1)(=[O:21])=[O:20] |f:2.3|. Procedure details: A solution of 3.3 g of 3-hydroxymethyl-N-(3-pyridyl)indole in 25 ml of pyridine is cooled to +5° and 1.36 ml of methanesulfonyl chloride is added dropwise. After 3 hours the reaction is diluted with 75 ml of ice water and 1.5 g of sodium bicarbonate is added. Extraction with methylene chloride (3×25 ml) and drying of the extracts with sodium sulfate yields 3-(methanesulfonyloxymethyl)-N-(3-pyridyl)indole which is used directly in the next step.